From a dataset of the Open Reaction Database (ORD), a public repository of structured organic reaction records. describe an organic reaction: reactants, conditions, products, and yield The reactants are [Na] (sodium), ClC1=C(C(N(C(N1C)=O)C)=O)C=O (6-chloro-1,3-dimethyl-2,4-dioxo-1,2,3,4-tetrahydropyrimidine-5-carbaldehyde), C(C)O (ethanol). Conditions: time 1 hour. The product is C(C)OC1=C(C(N(C(N1C)=O)C)=O)C=O (6-Ethoxy-1,3-dimethyl-2,4-dioxo-1,2,3,4-tetrahydropyrimidine-5-carbaldehyde). As a reaction SMILES: [Na].Cl[C:3]1[N:8]([CH3:9])[C:7](=[O:10])[N:6]([CH3:11])[C:5](=[O:12])[C:4]=1[CH:13]=[O:14].[CH2:15]([OH:17])[CH3:16]>>[CH2:15]([O:17][C:3]1[N:8]([CH3:9])[C:7](=[O:10])[N:6]([CH3:11])[C:5](=[O:12])[C:4]=1[CH:13]=[O:14])[CH3:16] |^1:0|. Procedure: To a stirred solution of sodium (3.82 mmol) in ethanol (3.8 ml) under argon at 5-7° C., 6-chloro-1,3-dimethyl-2,4-dioxo-1,2,3,4-tetrahydropyrimidine-5-carbaldehyde (2.67 mmol) (Tetrahedron Lett., 1993, 34(51), 8213-8216) was added. The resulting mixture was stirred at room temperature under argon for 1 h. Then it was evaporated to dryness in vacuo and the residue was stirred in a mixture of ice-water (40 ml) and ethyl acetate (20 ml). After separation of the phases, the aqueous phase was extract... The reactants are BrC1=C(SC=C1)C(=O)C1=CC=C(C=C1)OC ((3-bromothien-2-yl) (4-methoxyphenyl)methanone), Cl.NO (hydroxylamine hydrochloride). Solvent: N1=CC=CC=C1 (pyridine). Conditions: time 8 hour. Yields the product BrC1=C(SC=C1)C(=NO)C1=CC=C(C=C1)OC ((3-Bromothien-2-yl) (4-methoxyphenyl)methanone oxime). As a reaction SMILES: [Br:1][C:2]1[CH:6]=[CH:5][S:4][C:3]=1[C:7]([C:9]1[CH:14]=[CH:13][C:12]([O:15][CH3:16])=[CH:11][CH:10]=1)=O.Cl.[NH2:18][OH:19]>N1C=CC=CC=1>[Br:1][C:2]1[CH:6]=[CH:5][S:4][C:3]=1[C:7]([C:9]1[CH:14]=[CH:13][C:12]([O:15][CH3:16])=[CH:11][CH:10]=1)=[N:18][OH:19] |f:1.2|. Reported procedure: A mixture of (3-bromothien-2-yl) (4-methoxyphenyl)methanone PG,47 (2.5 g) and hydroxylamine hydrochloride (1.5 g) and 15 ml of pyridine was stirred at room temperature overnight and then heated at 100°-115° C. for 4 hours. A thin layer chromatography analysis showed the reaction to be complete. The mixture was quenched with water and extracted with ether. The ether phase was washed with 3N hydrochloric acid and water and dried over anhydrous magnesium sulfate. Upon evaporation of the ether, an o... Reactants: ClC1=C(C=CC=C1)C1=C2C=CC(N(C2=CC(=C1)OC1CCNCC1)C1=C(C=CC=C1Cl)Cl)=O (5-(2-chlorophenyl)-1-(2,6-dichlorophenyl)-7-(piperidin-4-yloxy)quinolin-2(1H)-one), C1(CC1)C(C)=O (1-cyclopropylethanone), C1(CC1)C(C)=O (1-cyclopropylethanone), C(#N)[BH3-].[Na+] (sodium cyanoborohydride). Run in CO (MeOH). Run at time 4 day. Yields the product ClC1=C(C=CC=C1)C1=C2C=CC(N(C2=CC(=C1)OC1CCN(CC1)C(C)C1CC1)C1=C(C=CC=C1Cl)Cl)=O (5-(2-Chlorophenyl)-7-{[1-(1-cyclopropylethyl)piperidin-4-yl]oxy}-1-(2,6-dichlorophenyl)quinolin-2(1H)-one). RXN SMILES: [Cl:1][C:2]1[CH:7]=[CH:6][CH:5]=[CH:4][C:3]=1[C:8]1[CH:17]=[C:16]([O:18][CH:19]2[CH2:24][CH2:23][NH:22][CH2:21][CH2:20]2)[CH:15]=[C:14]2[C:9]=1[CH:10]=[CH:11][C:12](=[O:33])[N:13]2[C:25]1[C:30]([Cl:31])=[CH:29][CH:28]=[CH:27][C:26]=1[Cl:32].[CH:34]1([C:37](=O)[CH3:38])[CH2:36][CH2:35]1.C([BH3-])#N.[Na+]>CO>[Cl:1][C:2]1[CH:7]=[CH:6][CH:5]=[CH:4][C:3]=1[C:8]1[CH:17]=[C:16]([O:18][CH:19]2[CH2:20][CH2:21][N:22]([CH:37]([CH:34]3[CH2:36][CH2:35]3)[CH3:38])[CH2:23][CH2:24]2)[CH:15]=[C:14]2[C:9]=1[CH:10]=[CH:11][C:12](=[O:33])[N:13]2[C:25]1[C:26]([Cl:32])=[CH:27][CH:28]=[CH:29][C:30]=1[Cl:31] |f:2.3|. Reported procedure: To a solution of 8.8 mg of 5-(2-chlorophenyl)-1-(2,6-dichlorophenyl)-7-(piperidin-4-yloxy)quinolin-2(1H)-one in 0.9 mL of MeOH was added 0.1 mL of 1-cyclopropylethanone, then 6.5 mg of sodium cyanoborohydride. The mixture was stirred 4 d at rt. Another 0.5 mL of 1-cyclopropylethanone was added and the mixture was heated to reflux overnight, then concentrated and purified by preparative thin-layer chromatography, eluting with 95:5 CH2Cl2-2M NH3 in MeOH to yield the title compound. Mass spectrum (... The reactants are O1C(OCCC1)C1=CC(=CC=2C=COC21)C#C (7-[1,3]dioxan-2-yl-5-ethynyl-benzofuran), C(CCC)[Sn](CCCC)(CCCC)N=[N+]=[N-] (tributylstannanyl azide). Product: O1C(OCCC1)C1=CC(=CC=2C=COC21)C2=NNN=C2 (4-(7-[1,3]Dioxan-2-yl-benzofuran-5-yl)-2H-[1,2,3]triazole). As a reaction SMILES: [O:1]1[CH2:6][CH2:5][CH2:4][O:3][CH:2]1[C:7]1[C:15]2[O:14][CH:13]=[CH:12][C:11]=2[CH:10]=[C:9]([C:16]#[CH:17])[CH:8]=1.C([Sn]([N:31]=[N+:32]=[N-:33])(CCCC)CCCC)CCC>>[O:1]1[CH2:6][CH2:5][CH2:4][O:3][CH:2]1[C:7]1[C:15]2[O:14][CH:13]=[CH:12][C:11]=2[CH:10]=[C:9]([C:16]2[CH:17]=[N:33][NH:32][N:31]=2)[CH:8]=1. Reported procedure: A mixture of 7-[1,3]dioxan-2-yl-5-ethynyl-benzofuran (247 mg) and tributylstannanyl azide (717 mg) was heated at 140° in a sealed vessel for 24 h. Purification by FCC eluting with hexane:ethyl acetate 2:1 gave the title compound as a yellow oil (80 mg). The yield is 27.3%. The reactants are BrCC(CNC(=O)C=1C=NN2C1N=C(C=C2)N2[C@H](CCC2)C=2C(=NC=C(C2)F)O)(C)C ((R)-N-(3-bromo-2,2-dimethylpropyl)-5-(2-(5-fluoro-2-hydroxypyridin-3-yl)pyrrolidin-1-yl)pyrazolo[1,5-a]pyrimidine-3-carboxamide), CC(C)(C)[O-].[K+] (potassium 2-methylpropan-2-olate). Solvent: C1CCOC1 (THF). Run at temperature 50 celsius. Product: FC=1C=C2[C@H]3CCCN3C=3C=CN4N=CC(C(NCC(CN(C1)C2=O)(C)C)=O)=C4N3 ((6R)-9-fluoro-13,13-dimethyl-2,11,15,19,20,23-hexaazapentacyclo[15.5.2.17,11.02,6.020,24]pentacosa-1(23),7,9,17(24),18,21-hexaene-16,25-dione). Isolated yield 59.9%. As a reaction SMILES: Br[CH2:2][C:3]([CH3:31])([CH3:30])[CH2:4][NH:5][C:6]([C:8]1[CH:9]=[N:10][N:11]2[CH:16]=[CH:15][C:14]([N:17]3[CH2:21][CH2:20][CH2:19][C@@H:18]3[C:22]3[C:23]([OH:29])=[N:24][CH:25]=[C:26]([F:28])[CH:27]=3)=[N:13][C:12]=12)=[O:7].CC([O-])(C)C.[K+]>C1COCC1>[F:28][C:26]1[CH:27]=[C:22]2[C:23](=[O:29])[N:24]([CH:25]=1)[CH2:2][C:3]([CH3:31])([CH3:30])[CH2:4][NH:5][C:6](=[O:7])[C:8]1=[C:12]3[N:13]=[C:14]([CH:15]=[CH:16][N:11]3[N:10]=[CH:9]1)[N:17]1[C@@H:18]2[CH2:19][CH2:20][CH2:21]1 |f:1.2|. Procedure: To a solution of (R)-N-(3-bromo-2,2-dimethylpropyl)-5-(2-(5-fluoro-2-hydroxypyridin-3-yl)pyrrolidin-1-yl)pyrazolo[1,5-a]pyrimidine-3-carboxamide (30 mg, 0.061 mmol) in THF (5 mL) was added drop-wise potassium 2-methylpropan-2-olate (153 μL, 0.15 mmol). The reaction was heated at 50° C. for two hours. The solvent was removed under reduced pressure and the residue was purified by silica column chromatography, eluting with 10% MeOH/DCM to provide the title compound (15 mg, 60% yield). MS (apci) m/z... Starting materials: ClC1=CC=2N(C(=C1)F)N=C(C2C(=O)N(C(OC(C)(C)C)=O)C)C2=CC=C(C=C2)F (tert-butyl 5-chloro-7-fluoro-2-(4-fluorophenyl)pyrazolo[1,5-a]pyridine-3-carbonyl(methyl)carbamate), CC1=C(C=C(C(=O)O)C=C1)B1OC(C(O1)(C)C)(C)C (4-methyl-3-(4,4,5,5-tetramethyl-1,3,2-dioxaborolan-2-yl)benzoic acid), C([O-])([O-])=O.[Na+].[Na+] (sodium carbonate), O1CCOCC1 (dioxane), tetrakis(tiphenylphosphine)palladium(0). Run in O (water). Conditions: temperature 95 celsius, time 18 hour. The product is C(C)(C)(C)OC(=O)N(C(=O)C=1C(=NN2C1C=C(C=C2F)C=2C=C(C(=O)O)C=CC2C)C2=CC=C(C=C2)F)C (3-(3-(tert-butoxycarbonyl(methyl)carbamoyl)-7-fluoro-2-(4-fluorophenyl)pyrazolo[1,5-a]pyridin-5-yl)-4-methylbenzoic acid). As a reaction SMILES: Cl[C:2]1[CH:7]=[C:6]([F:8])[N:5]2[N:9]=[C:10]([C:23]3[CH:28]=[CH:27][C:26]([F:29])=[CH:25][CH:24]=3)[C:11]([C:12]([N:14]([CH3:22])[C:15](=[O:21])[O:16][C:17]([CH3:20])([CH3:19])[CH3:18])=[O:13])=[C:4]2[CH:3]=1.[CH3:30][C:31]1[CH:39]=[CH:38][C:34]([C:35]([OH:37])=[O:36])=[CH:33][C:32]=1B1OC(C)(C)C(C)(C)O1.C(=O)([O-])[O-].[Na+].[Na+].O1CCOCC1>O>[C:17]([O:16][C:15]([N:14]([CH3:22])[C:12]([C:11]1[C:10]([C:23]2[CH:28]=[CH:27][C:26]([F:29])=[CH:25][CH:24]=2)=[N:9][N:5]2[C:6]([F:8])=[CH:7][C:2]([C:32]3[CH:33]=[C:34]([CH:38]=[CH:39][C:31]=3[CH3:30])[C:35]([OH:37])=[O:36])=[CH:3][C:4]=12)=[O:13])=[O:21])([CH3:20])([CH3:19])[CH3:18] |f:2.3.4|. Procedure: To a degassed mixture containing tert-butyl 5-chloro-7-fluoro-2-(4-fluorophenyl)pyrazolo[1,5-a]pyridine-3-carbonyl(methyl)carbamate (0.060 g, 0.14 mmol), 4-methyl-3-(4,4,5,5-tetramethyl-1,3,2-dioxaborolan-2-yl)benzoic acid (0.047 g, 0.18 mmol), sodium carbonate (0.043 g, 0.43 mmol), dioxane (1.2 mL) and water (0.24 mL) was added tetrakis(tiphenylphosphine)palladium(0) (0.005 g, 0.004 mmol). The mixture was stirred at 95° C. for 18 h. The mixture was cooled to room temperature, filtered to remove... Starting materials: COC=1C=C(COC2=C(C=C(C(=O)NC3=C(C(=O)O)C=C(C=C3)OC3=CC=CC=C3)C=C2)Cl)C=CC1OC (2-(4-(3,4-dimethoxybenzyloxy)-3-chlorobenzamido)-5-phenoxybenzoic acid), C=1C=CC2=C(C1)N=NN2O (HOBt), C(C)(C)N=C=NC(C)C (diisopropylcarbodiimide), COC1=C(CCN)C=CC=C1 (2-methoxyphenethylamine). The solvent is CN(C)C=O (DMF). Reaction conditions: time 1 hour. Product: ClC=1C=C(C(=O)NC2=C(C(=O)NCCC3=C(C=CC=C3)OC)C=C(C=C2)OC2=CC=CC=C2)C=CC1OCC1=CC(=C(C=C1)OC)OC (2-[[3-chloro-4-[(3,4-dimethoxyphenyl)methoxy]benzoyl]amino]-N-[2-(2-methoxyphenyl)ethyl]-5-phenoxy-benzamide). The yield is 73.0%. RXN SMILES: [CH3:1][O:2][C:3]1[CH:4]=[C:5]([CH:34]=[CH:35][C:36]=1[O:37][CH3:38])[CH2:6][O:7][C:8]1[CH:32]=[CH:31][C:11]([C:12]([NH:14][C:15]2[CH:23]=[CH:22][C:21]([O:24][C:25]3[CH:30]=[CH:29][CH:28]=[CH:27][CH:26]=3)=[CH:20][C:16]=2[C:17](O)=[O:18])=[O:13])=[CH:10][C:9]=1[Cl:33].C1C=CC2N(O)N=NC=2C=1.C(N=C=NC(C)C)(C)C.[CH3:58][O:59][C:60]1[CH:68]=[CH:67][CH:66]=[CH:65][C:61]=1[CH2:62][CH2:63][NH2:64]>CN(C=O)C>[Cl:33][C:9]1[CH:10]=[C:11]([CH:31]=[CH:32][C:8]=1[O:7][CH2:6][C:5]1[CH:34]=[CH:35][C:36]([O:37][CH3:38])=[C:3]([O:2][CH3:1])[CH:4]=1)[C:12]([NH:14][C:15]1[CH:23]=[CH:22][C:21]([O:24][C:25]2[CH:26]=[CH:27][CH:28]=[CH:29][CH:30]=2)=[CH:20][C:16]=1[C:17]([NH:64][CH2:63][CH2:62][C:61]1[CH:65]=[CH:66][CH:67]=[CH:68][C:60]=1[O:59][CH3:58])=[O:18])=[O:13]. Reported procedure: A solution of 1D (30 mg, 0.056 mmol) in DMF (2 mL) was treated with HOBt (15 mg, 0.11 mmol) and diisopropylcarbodiimide (13 μL, 0.084 mmol) at room temperature. The reaction was stirred for one hour then 2-methoxyphenethylamine was added. The resulting solution was stirred for three hours, concentrated and purified by chromatography (SiO2, 0.5% MeOH in CH2Cl2) to afford 1E (27 mg, 73%). RXN SMILES: C([O:3][C:4](=[O:30])/[C:5](=[N:25]\[O:26][CH2:27][CH:28]=[CH2:29])/[C:6]1[S:7][C:8]([O:11][CH2:12][CH2:13][O:14][C:15]2[CH:24]=[CH:23][C:22]3[C:17](=[CH:18][CH:19]=[CH:20][CH:21]=3)[CH:16]=2)=[CH:9][CH:10]=1)C.[OH-].[Na+]>CO.O1CCCC1>[CH:16]1[C:17]2[C:22](=[CH:21][CH:20]=[CH:19][CH:18]=2)[CH:23]=[CH:24][C:15]=1[O:14][CH2:13][CH2:12][O:11][C:8]1[S:7][C:6](/[C:5](=[N:25]/[O:26][CH2:27][CH:28]=[CH2:29])/[C:4]([OH:30])=[O:3])=[CH:10][CH:9]=1 |f:1.2|. Solvent: CO (methanol), O1CCCC1 (tetrahydrofuran). The reactants are C(C)OC(\C(\C=1SC(=CC1)OCCOC1=CC2=CC=CC=C2C=C1)=N/OCC=C)=O ((E)-5-[2-(2-naphthalenyloxy)ethoxy]-alpha-[(2propenyloxy)imino]-2-thiopheneacetic acid ethyl ester), [OH-].[Na+] (sodium hydroxide). The yield is 63.6%. Procedure details: As in Example 306 a solution of (E)-5-[2-(2-naphthalenyloxy)ethoxy]-alpha-[(2propenyloxy)imino]-2-thiopheneacetic acid ethyl ester (0.064 g) in methanol (2 mL) and tetrahydrofuran (2 mL) was treated with 4N sodium hydroxide (0.5 mL) and the stirred mixture was heated at 55° C. for 45 minutes. After the normal work up, the product was crystallized from ethyl acetate-hexane to furnish 0.038 g of (E)-5-[2-(2-naphthalenyloxy)ethoxy]-alpha-[(2-propenyloxy)imino]-2-thiopheneacetic acid, mp 106°-108° C... Yields the product C1=C(C=CC2=CC=CC=C12)OCCOC1=CC=C(S1)/C(/C(=O)O)=N/OCC=C ((E)-5-[2-(2-naphthalenyloxy)ethoxy]-alpha-[(2-propenyloxy)imino]-2-thiopheneacetic acid). Reaction conditions: temperature 55 celsius. Starting materials: SC1=NC(=NS1)C1=CC=CC=C1 (5-mercapto-3-phenyl-1,2,4-thiadiazole), C([O-])([O-])=O.[K+].[K+] (potassium carbonate), ClCC(=O)O (chloroacetic acid). Solvent: O (water). Product: C1(=CC=CC=C1)C1=NSC(=N1)SCC(=O)O ((3-phenyl-1,2,4-thiadiazol-5-ylthio)acetic acid). Isolated yield 51.0%. RXN SMILES: [SH:1][C:2]1[S:6][N:5]=[C:4]([C:7]2[CH:12]=[CH:11][CH:10]=[CH:9][CH:8]=2)[N:3]=1.C(=O)([O-])[O-].[K+].[K+].Cl[CH2:20][C:21]([OH:23])=[O:22]>O>[C:7]1([C:4]2[N:3]=[C:2]([S:1][CH2:20][C:21]([OH:23])=[O:22])[S:6][N:5]=2)[CH:12]=[CH:11][CH:10]=[CH:9][CH:8]=1 |f:1.2.3|. Procedure details: A mixture of 5-mercapto-3-phenyl-1,2,4-thiadiazole (76 parts), potassium carbonate (58 parts), chloroacetic acid (38 parts) and water (100 parts) was heated at reflux for 1 hour. The solution was filtered hot, cooled, acidified, and the solid separated to give (3-phenyl-1,2,4-thiadiazol-5-ylthio)acetic acid (50 parts, 51% yield), melting point 97° C. The reactants are CC(N)c1ccc(Cl)cc1, COc1cccc2c(Cl)cc(C)nc12. The product is COc1cccc2c(NC(C)c3ccc(Cl)cc3)cc(C)nc12. RXN SMILES: [Cl:15][c:16]1[cH:17][cH:18][c:19]([CH:22]([CH3:23])[NH2:24])[cH:20][cH:21]1.[Cl:1][c:2]1[cH:3][c:4]([CH3:14])[n:5][c:6]2[c:7]([O:12][CH3:13])[cH:8][cH:9][cH:10][c:11]12>>[c:2]1([NH:24][CH:22]([c:19]2[cH:18][cH:17][c:16]([Cl:15])[cH:21][cH:20]2)[CH3:23])[cH:3][c:4]([CH3:14])[n:5][c:6]2[c:7]([O:12][CH3:13])[cH:8][cH:9][cH:10][c:11]12.